This data is from the Open Reaction Database (ORD), a public repository of structured organic reaction records. The task is: describe an organic reaction: reactants, conditions, products, and yield Starting materials: [OH-].[Na+] (sodium hydroxide), C(C#C)Br (propargyl bromide), CC=1N(C2=C(C=NC=3C=CC=CC23)N1)CCCO (3-(2-methyl-1H-imidazo[4,5-c]quinolin-1-yl)-1-propanol), C(C#C)Br (propargyl bromide). The reagents and catalysts are [Cl-].C(C1=CC=CC=C1)[N+](C)(C)C (Benzyltrimethylammonium chloride). The solvent is ClCCl (dichloromethane). Conditions: time 5 minute. The product is C(C#C)OCCCN1C(=NC=2C=NC=3C=CC=CC3C21)C (3-(2-Methyl-1H-imidazo[4,5-c]quinolin-1-yl)propyl (Prop-2-ynyl) Ether). Yield: 33.0%. Reaction SMILES: [CH3:1][C:2]1[N:3]([CH2:15][CH2:16][CH2:17][OH:18])[C:4]2[C:13]3[CH:12]=[CH:11][CH:10]=[CH:9][C:8]=3[N:7]=[CH:6][C:5]=2[N:14]=1.[OH-].[Na+].[CH2:21](Br)[C:22]#[CH:23]>ClCCl.[Cl-].C([N+](C)(C)C)C1C=CC=CC=1>[CH2:23]([O:18][CH2:17][CH2:16][CH2:15][N:3]1[C:4]2[C:13]3[CH:12]=[CH:11][CH:10]=[CH:9][C:8]=3[N:7]=[CH:6][C:5]=2[N:14]=[C:2]1[CH3:1])[C:22]#[CH:21] |f:1.2,5.6|. Procedure details: To 3-(2-methyl-1H-imidazo[4,5-c]quinolin-1-yl)-1-propanol (12.2 g, 50.56 mmol) dissolved in dichloromethane (180 mL) was added sodium hydroxide (180 mL of 50%) with mechanical stirring. Benzyltrimethylammonium chloride (1.88 g, 10.11 mmol) was added to the resulting suspension, and after stirring for 5 minutes, propargyl bromide (17 mL of 80% in toluene, 141.8 mmol) was added. The resulting reaction mixture was allowed to stir at ambient temperature. After 2 hours, TLC monitoring indicated 50% c...